Dataset: the Open Reaction Database (ORD), a public repository of structured organic reaction records. Task: describe an organic reaction: reactants, conditions, products, and yield Starting materials: CN1C(N(C(=C(C1=O)C1=CC=NN1C1=CC=C(C#N)C=C1)C)C1=CC(=CC=C1)C(F)(F)F)=O (4-[5-[3,6-dimethyl-2,4-dioxo-1-(3-trifluoromethylphenyl)-1,2,3,4-tetrahydropyrimidin-5-yl]-1H-pyrazol-1-yl]benzonitrile), [Cl-].[Li+] (lithium chloride), [N+](=O)(O)[O-].[N+](=O)(O)[O-].[N+](=O)(O)[O-].[N+](=O)(O)[O-].[N+](=O)(O)[O-].[N+](=O)(O)[O-].[Ce] (ammonium hexanitrato cerate(IV)), S(=S)(=O)([O-])[O-].[Na+].[Na+] (sodium thiosulfate). The solvent is C(C)#N (acetonitrile), C(C)(=O)O (acetic acid), C(C)(=O)OCC (ethyl acetate). The product is ClC=1C=NN(C1C=1C(N(C(N(C1C)C1=CC(=CC=C1)C(F)(F)F)=O)C)=O)C1=CC=C(C#N)C=C1 (4-(4-chloro-5-(3,6-dimethyl-2,4-dioxo-1-(3-trifluoromethylphenyl)-1,2,3,4-tetrahydropyrimidin-5-yl)-1H-pyrazol-1-yl)benzonitrile). The yield is 107.9%. RXN SMILES: [CH3:1][N:2]1[C:7](=[O:8])[C:6]([C:9]2[N:13]([C:14]3[CH:21]=[CH:20][C:17]([C:18]#[N:19])=[CH:16][CH:15]=3)[N:12]=[CH:11][CH:10]=2)=[C:5]([CH3:22])[N:4]([C:23]2[CH:28]=[CH:27][CH:26]=[C:25]([C:29]([F:32])([F:31])[F:30])[CH:24]=2)[C:3]1=[O:33].[Cl-:34].[Li+].[N+]([O-])(O)=O.[N+]([O-])(O)=O.[N+]([O-])(O)=O.[N+]([O-])(O)=O.[N+]([O-])(O)=O.[N+]([O-])(O)=O.[Ce].S([O-])([O-])(=O)=S.[Na+].[Na+]>C(#N)C.C(OCC)(=O)C.C(O)(=O)C>[Cl:34][C:10]1[CH:11]=[N:12][N:13]([C:14]2[CH:15]=[CH:16][C:17]([C:18]#[N:19])=[CH:20][CH:21]=2)[C:9]=1[C:6]1[C:7](=[O:8])[N:2]([CH3:1])[C:3](=[O:33])[N:4]([C:23]2[CH:28]=[CH:27][CH:26]=[C:25]([C:29]([F:30])([F:31])[F:32])[CH:24]=2)[C:5]=1[CH3:22] |f:1.2,3.4.5.6.7.8.9,10.11.12|. Procedure details: To a solution of 4-(5-(3,6-dimethyl-2,4-dioxo-1-(3-trifluoromethylphenyl)-1,2,3,4-tetrahydropyrimidin-5-yl)-1H-pyrazol-1-yl)benzonitrile (prepared in Example 1) (205 mg) in acetonitrile (10 ml) were added lithium chloride (23 mg), ammonium hexanitrato cerate(IV) (498 mg) and acetic acid (2.5 ml) and the resulting mixture was stirred with heating under reflux for five hours. To the reaction mixture was 10% aqueous sodium thiosulfate solution (10 ml) followed by an addition of ethyl acetate (20 ml...